From a dataset of the Open Reaction Database (ORD), a public repository of structured organic reaction records. describe an organic reaction: reactants, conditions, products, and yield Starting materials: C(=C(F)Cl)(F)F (Kel-F), N1=CC=CC=C1.F (hydrogen fluoride-pyridine), NC1=CC=C2CCCC(C2=C1)=O (7-amino-tetralone), N1=CC=CC=C1.F (hydrogen fluoride-pyridine), N(=O)[O-].[Na+] (Sodium nitrite). The solvent is N1=CC=CC=C1 (pyridine). Run at temperature 90 celsius, time 30 minute. Yields the product FC1=CC=C2CCCC(C2=C1)=O (7-fluoro- 1-tetralone). Yield: 56.0%. As a reaction SMILES: [C:1]([F:6])(F)=[C:2](Cl)F.N1C=CC=CC=1.F.NC1C=[C:23]2[C:18]([CH2:19][CH2:20][CH2:21][C:22]2=[O:25])=[CH:17][CH:16]=1.N([O-])=O.[Na+]>N1C=CC=CC=1>[F:6][C:1]1[CH:2]=[C:23]2[C:18]([CH2:19][CH2:20][CH2:21][C:22]2=[O:25])=[CH:17][CH:16]=1 |f:1.2,4.5|. Reported procedure: In a specially designed Kel-F reactor (cylindrical shape 1.25"od×3"h equipped with a screw cap and N2 inlet-outlet) was placed hydrogen fluoride-pyridine 6:4 solution (10 mL, prepared by diluting commercially available hydrogen fluoride-pyridine 7:3 solution with dry pyridine). 7-amino-tetralone (644 mg, 4.0 mmol), (Example 35, Step A) was added under N2 and the solution was cooled to 0°. Sodium nitrite (304 mg, 4.4 mol, 1.1 eq) was added in portions and the mixture was stirred for 30 minutes. T... The reactants are C(C1=CC=CC=C1)=O (benzaldehyde), NC1=NC=CC=C1C (2-amino-3-picoline), NC1=CC=CC=C1 (aniline), C(C1=CC=CC=C1)(=O)O (bezoic acid), C=CCCCC (1-hexene), Rh(PPh3)3Cl. Run in C1(=CC=CC=C1)C (toluene). Conditions: temperature 130 celsius, time 2.5 minute. The product is C(CCCCCC)(=O)C1=CC=CC=C1 (heptanophenone). Reaction SMILES: [CH:1](=[O:8])[C:2]1[CH:7]=[CH:6][CH:5]=[CH:4][CH:3]=1.NC1C(C)=CC=CN=1.N[C:18]1[CH:23]=[CH:22][CH:21]=[CH:20][CH:19]=1.C(O)(=O)C1C=CC=CC=1.C=CCCCC>C1(C)C=CC=CC=1>[C:1]([C:2]1[CH:7]=[CH:6][CH:5]=[CH:4][CH:3]=1)(=[O:8])[CH2:22][CH2:23][CH2:18][CH2:19][CH2:20][CH3:21]. Procedure: Under the same reaction procedure and conditions as in Example 1 (benzaldehyde 0.5 mmol, 2-amino-3-picoline 0.1 mmol, aniline 0.3 mmol, bezoic acid 0.03 mmol), 1-hexene and toluene at various amounts as shown in the following table 8, were added to each 500 ml pressure reactor. The mixture was stirred at normal temperature for 2-3 minutes and then combined with Rh(PPh3)3Cl 0.01 mmol. While the reactor was stopped with a stopper, the reactants were heated at 130 ° C. for 1 hour with stirring. Aft... The reactants are [I-].[Na+] (sodium iodide), S(=O)(=O)(C)OCC1CCC(CC1)(C(=O)OCC=C)C (allyl 4-mesyloxymethyl-1-methyl-1-cyclohexanecarboxylate), S(=S)(=O)([O-])[O-].[Na+].[Na+] (sodium thiosulfate). Solvent: CC(=O)C (acetone). RXN SMILES: [I-:1].[Na+].S(O[CH2:8][CH:9]1[CH2:14][CH2:13][C:12]([CH3:21])([C:15]([O:17][CH2:18][CH:19]=[CH2:20])=[O:16])[CH2:11][CH2:10]1)(C)(=O)=O.S([O-])([O-])(=O)=S.[Na+].[Na+]>CC(C)=O>[I:1][CH2:8][CH:9]1[CH2:14][CH2:13][C:12]([CH3:21])([C:15]([O:17][CH2:18][CH:19]=[CH2:20])=[O:16])[CH2:11][CH2:10]1 |f:0.1,3.4.5|. The yield is 49.6%. The product is ICC1CCC(CC1)(C(=O)OCC=C)C (allyl 4-iodomethyl-1-methyl-1-cyclohexanecarboxylate). Procedure details: 5 g of sodium iodide was added to a solution of 2 g of allyl 4-mesyloxymethyl-1-methyl-1-cyclohexanecarboxylate (Example 45) in 50 ml of acetone. The solution was reacted for 4 hours, while it was refluxed. After reaction, 100 ml of an aqueous sodium thiosulfate solution was added to the reaction solution. The solution was extracted three times with 30 ml of ethyl acetate. The organic layer obtained was washed twice with an aqueous sodium thiosulfate solution and twice with an aqueous sodium chl... Starting materials: COC(=O)CC1=CCCN(Cc2ccc(OC)cc2OC)C1=O, CO. Product: COC(=O)CC1CCCN(Cc2ccc(OC)cc2OC)C1=O. RXN SMILES: [CH3:1][O:2][C:3]([CH2:4][C:5]1=[CH:10][CH2:9][CH2:8][N:7]([CH2:11][c:12]2[c:13]([O:20][CH3:21])[cH:14][c:15]([O:18][CH3:19])[cH:16][cH:17]2)[C:6]1=[O:22])=[O:23].[CH3:24][OH:25]>>[CH3:1][O:2][C:3]([CH2:4][CH:5]1[C:6](=[O:22])[N:7]([CH2:11][c:12]2[c:13]([O:20][CH3:21])[cH:14][c:15]([O:18][CH3:19])[cH:16][cH:17]2)[CH2:8][CH2:9][CH2:10]1)=[O:23]. The reactants are FC1=CC=C(CP(OC)(OC)=O)C=C1 (4-Fluorobenzylphosphonic acid, dimethyl ester), CC1=CC=C(CBr)C=C1 (4-methylbenzyl bromide), COP(OC)OC (trimethylphosphite). The product is CC1=CC=C(CP(OC)(OC)=O)C=C1 (4-Methylbenzylphosphonic acid, dimethyl ester). As a reaction SMILES: F[C:2]1[CH:14]=[CH:13][C:5]([CH2:6][P:7](=[O:12])([O:10][CH3:11])[O:8][CH3:9])=[CH:4][CH:3]=1.[CH3:15]C1C=CC(CBr)=CC=1.COP(OC)OC>>[CH3:15][C:2]1[CH:14]=[CH:13][C:5]([CH2:6][P:7](=[O:12])([O:10][CH3:11])[O:8][CH3:9])=[CH:4][CH:3]=1. Procedure details: Following the procedure of Compound 11, 4-methylbenzyl bromide is reacted with trimethylphosphite.